This data is from the Open Reaction Database (ORD), a public repository of structured organic reaction records. The task is: describe an organic reaction: reactants, conditions, products, and yield The reactants are Solvent B, FC1=CC=C(C=C1)C=1OC2=C(C1C(=O)O)C=C(C(=C2)[N+](=O)[O-])C2=C(C=CC(=C2)C(NC2(CC2)C2=CC=CC=C2)=O)C (2-(4-fluorophenyl)-5-(2-methyl-5-(1-phenylcyclopropylcarbamoyl)phenyl)-6-nitrobenzofuran-3-carboxylic acid), Cl.CN (methylamine hydrochloride), Solvent A. The solvent is CO (MeOH), CO (MeOH). Yields the product FC1=CC=C(C=C1)C=1OC2=C(C1C(=O)NC)C=C(C(=C2)[N+](=O)[O-])C2=C(C=CC(=C2)C(NC2(CC2)C2=CC=CC=C2)=O)C (2-(4-Fluorophenyl)-N-methyl-5-(2-methyl-5-(1-phenylcyclopropylcarbamoyl)phenyl)-6-nitrobenzofuran-3-carboxamide). Reaction SMILES: [F:1][C:2]1[CH:7]=[CH:6][C:5]([C:8]2[O:9][C:10]3[CH:19]=[C:18]([N+:20]([O-:22])=[O:21])[C:17]([C:23]4[CH:28]=[C:27]([C:29](=[O:40])[NH:30][C:31]5([C:34]6[CH:39]=[CH:38][CH:37]=[CH:36][CH:35]=6)[CH2:33][CH2:32]5)[CH:26]=[CH:25][C:24]=4[CH3:41])=[CH:16][C:11]=3[C:12]=2[C:13]([OH:15])=O)=[CH:4][CH:3]=1.Cl.[CH3:43][NH2:44]>CO>[F:1][C:2]1[CH:3]=[CH:4][C:5]([C:8]2[O:9][C:10]3[CH:19]=[C:18]([N+:20]([O-:22])=[O:21])[C:17]([C:23]4[CH:28]=[C:27]([C:29](=[O:40])[NH:30][C:31]5([C:34]6[CH:35]=[CH:36][CH:37]=[CH:38][CH:39]=6)[CH2:33][CH2:32]5)[CH:26]=[CH:25][C:24]=4[CH3:41])=[CH:16][C:11]=3[C:12]=2[C:13]([NH:44][CH3:43])=[O:15])=[CH:6][CH:7]=1 |f:1.2|. Reported procedure: Prepared by the coupling of 2-(4-fluorophenyl)-5-(2-methyl-5-(1-phenylcyclopropylcarbamoyl)phenyl)-6-nitrobenzofuran-3-carboxylic acid with methylamine hydrochloride under the conditions as described. LC/MS were performed by using Shimadzu-VP instrument with UV detection at 220 nm and Waters MICROMASS®. HPLC method: Solvent A=10% MeOH-90% H2O-0.1% TFA, Solvent B=90% MeOH-10% H2O-0.1% TFA, Start % B=0, Final % B=100, Gradient time=2 min, Stop time=3 min, Flow Rate=4 ml/min, Column: XTERRA® MS 7 u... The reactants are C(C)(=O)NC1=CC=C(C=C1)C1=NC2=CC=CC=C2C(=N1)C(=O)O (2-(4-acetamidophenyl)quinazoline-4-carboxylic acid), Cl.OC1=C2CCNCC2=CC=C1C (5-hydroxy-6-methyl-1,2,3,4-tetrahydroisoquinoline hydrochloride). Yields the product C(C)(=O)NC1=CC=C(C=C1)C1=NC2=CC=CC=C2C(=N1)C(=O)N1CC2=CC=C(C(=C2CC1)O)C (2-[[2-(4-acetamidophenyl)quinazolin-4-yl]carbonyl]-5-hydroxy-6-methyl-1,2,3,4-tetrahydroisoquinoline). Yield: 8.0%. Reaction SMILES: [C:1]([NH:4][C:5]1[CH:10]=[CH:9][C:8]([C:11]2[N:20]=[C:19]([C:21](O)=[O:22])[C:18]3[C:13](=[CH:14][CH:15]=[CH:16][CH:17]=3)[N:12]=2)=[CH:7][CH:6]=1)(=[O:3])[CH3:2].Cl.[OH:25][C:26]1[C:35]([CH3:36])=[CH:34][CH:33]=[C:32]2[C:27]=1[CH2:28][CH2:29][NH:30][CH2:31]2>>[C:1]([NH:4][C:5]1[CH:10]=[CH:9][C:8]([C:11]2[N:20]=[C:19]([C:21]([N:30]3[CH2:29][CH2:28][C:27]4[C:32](=[CH:33][CH:34]=[C:35]([CH3:36])[C:26]=4[OH:25])[CH2:31]3)=[O:22])[C:18]3[C:13](=[CH:14][CH:15]=[CH:16][CH:17]=3)[N:12]=2)=[CH:7][CH:6]=1)(=[O:3])[CH3:2] |f:1.2|. Procedure details: Reaction of 2-(4-acetamidophenyl)quinazoline-4-carboxylic acid with 5-hydroxy-6-methyl-1,2,3,4-tetrahydroisoquinoline hydrochloride gave compound 64 (8% yield) as a yellow solid. 1H NMR (300 MHz, DMSO-d6) δ 2.09-2.17 (m, 6H), 2.66 and 2.92 (2t, 2H), 3.49 and 4.06 (2t, 2H), 4.40 and 4.93 (2s, 2H), 6.30 and 6.74 (2d, 1H), 6.79 and 7.00 (2d, 1H), 7.64-7.95 (m, 4H), 8.02-8.13 (m, 2H), 8.39-8.50 (m, 3H), 10.22-10.24 (m, 1H); MS (ESI) m/z 453 ([M+H]+).